From a dataset of the Open Reaction Database (ORD), a public repository of structured organic reaction records. describe an organic reaction: reactants, conditions, products, and yield Starting materials: [N+](=O)([O-])C1=C2NC(C(NC2=CC(=C1Br)Br)=O)=O (5-nitro-6,7-dibromo-1,4-dihydro-2,3-quinoxalinedione), Cl[Sn]Cl (SnCl2). The solvent is C(C)O (ethanol). Conditions: temperature 90 celsius, time 4 hour. Product: NC1=C2NC(C(NC2=CC(=C1Br)Br)=O)=O (5-Amino-6,7-dibromo-1,4-dihydro-2,3-quinoxalinedione). Isolated yield 64.7%. As a reaction SMILES: [N+:1]([C:4]1[C:13]([Br:14])=[C:12]([Br:15])[CH:11]=[C:10]2[C:5]=1[NH:6][C:7](=[O:17])[C:8](=[O:16])[NH:9]2)([O-])=O.Cl[Sn]Cl>C(O)C>[NH2:1][C:4]1[C:13]([Br:14])=[C:12]([Br:15])[CH:11]=[C:10]2[C:5]=1[NH:6][C:7](=[O:17])[C:8](=[O:16])[NH:9]2. Procedure: To a stirred mixture of 5-nitro-6,7-dibromo-1,4-dihydro-2,3-quinoxalinedione (327 mg, 0.89 mMol) in ethanol (10 mL) was added SnCl2 ·2H2O (1.0 g, 4.45 mMol) in one portion. The mixture was refluxed at 80° C. (oil bath 90° C.) with stirring for 4 h. The mixture was then cooled to room temperature and the yellow precipitate was collected by filtration, followed by washing with cold ethanol (2×1 mL), to get 227 mg (76%) of crude title product (contains minor impurities by NMR). Crystallization from... Reactants: CC1(C)NN(C2CCCCC2)C1=O, Clc1cccc(CBr)c1Cl. The product is CC1(C)C(=O)N(C2CCCCC2)N1Cc1cccc(Cl)c1Cl. As a reaction SMILES: [CH:1]1([N:7]2[NH:8][C:9]([CH3:12])([CH3:13])[C:10]2=[O:11])[CH2:2][CH2:3][CH2:4][CH2:5][CH2:6]1.[Cl:14][c:15]1[c:16]([CH2:17][Br:18])[cH:19][cH:20][cH:21][c:22]1[Cl:23]>>[CH:1]1([N:7]2[N:8]([CH2:17][c:16]3[c:15]([Cl:14])[c:22]([Cl:23])[cH:21][cH:20][cH:19]3)[C:9]([CH3:12])([CH3:13])[C:10]2=[O:11])[CH2:2][CH2:3][CH2:4][CH2:5][CH2:6]1.